From a dataset of the Open Reaction Database (ORD), a public repository of structured organic reaction records. describe an organic reaction: reactants, conditions, products, and yield The reactants are C12(CC3CC(CC(C1)C3)C2)C(=O)OC2C3CC1C2OC(C1C3C(=O)OC(C)(C)C)=O (7-tert-butoxycarbonyl-2-oxohexahydro-3,5-methano-2H-cyclopenta[b]furan-6-yl adamantanecarboxylate). The solvent is C(=O)O (formic acid). Conditions: temperature 40 celsius, time 10 hour. The product is C12(CC3CC(CC(C1)C3)C2)C(=O)OC2C3CC1C2OC(C1C3C(=O)O)=O (6-adamantanecarbonyloxy-2-oxohexahydro-3,5-methano-2H-cyclopenta[b]furan-7-carboxylic acid). The yield is 95.0%. As a reaction SMILES: [C:1]12([C:11]([O:13][CH:14]3[CH:18]4[O:19][C:20](=[O:30])[CH:21]5[CH:22]([C:23]([O:25]C(C)(C)C)=[O:24])[CH:15]3[CH2:16][CH:17]45)=[O:12])[CH2:10][CH:5]3[CH2:6][CH:7]([CH2:9][CH:3]([CH2:4]3)[CH2:2]1)[CH2:8]2>C(O)=O>[C:1]12([C:11]([O:13][CH:14]3[CH:18]4[O:19][C:20](=[O:30])[CH:21]5[CH:22]([C:23]([OH:25])=[O:24])[CH:15]3[CH2:16][CH:17]45)=[O:12])[CH2:10][CH:5]3[CH2:4][CH:3]([CH2:9][CH:7]([CH2:6]3)[CH2:8]1)[CH2:2]2. Reported procedure: The ester (22) obtained in Synthesis Example 1-1-1, 388 g, was dissolved in 1,900 g of formic acid, followed by stirring at 40° C. for 10 hours. The formic acid was distilled off in vacuum and the residue was recrystallized from ethyl acetate, obtaining 319 g of the target compound (yield 95%). Starting materials: O=C1CCC(=O)N1Br, O=C1CCc2cccc3c2N1CC3, CN(C)C=O, O. Yields the product O=C1CCc2cc(Br)cc3c2N1CC3. Reaction SMILES: [Br:14][N:15]1[C:16](=[O:17])[CH2:18][CH2:19][C:20]1=[O:21].[CH2:1]1[CH2:2][N:3]2[C:4](=[O:13])[CH2:5][CH2:6][c:7]3[cH:8][cH:9][cH:10][c:11]1[c:12]32.[O:23]=[CH:24][N:25]([CH3:26])[CH3:27].[OH2:22]>>[CH2:1]1[CH2:2][N:3]2[C:4](=[O:13])[CH2:5][CH2:6][c:7]3[cH:8][c:9]([Br:14])[cH:10][c:11]1[c:12]32. Starting materials: COc1cc([N+](=O)[O-])ccc1OC1CCN(C(=O)OC(C)(C)C)CC1, CO. RXN SMILES: [C:1]([CH3:2])([CH3:3])([CH3:4])[O:5][C:6](=[O:7])[N:8]1[CH2:9][CH2:10][CH:11]([O:14][c:15]2[c:16]([O:24][CH3:25])[cH:17][c:18]([N+:21]([O-:22])=[O:23])[cH:19][cH:20]2)[CH2:12][CH2:13]1.[CH3:26][OH:27]>>[C:1]([CH3:2])([CH3:3])([CH3:4])[O:5][C:6](=[O:7])[N:8]1[CH2:9][CH2:10][CH:11]([O:14][c:15]2[c:16]([O:24][CH3:25])[cH:17][c:18]([NH2:21])[cH:19][cH:20]2)[CH2:12][CH2:13]1. Product: COc1cc(N)ccc1OC1CCN(C(=O)OC(C)(C)C)CC1. Starting materials: CC(C)(C)OC(=O)N1CC(N)C1, CCN=C=NCCCN(C)C, ClCCl, O=C(O)CNc1noc2ccc(C(F)(F)F)cc12, On1nnc2ccccc21. The product is CC(C)(C)OC(=O)N1CC(NC(=O)CNc2noc3ccc(C(F)(F)F)cc23)C1. As a reaction SMILES: [C:19]([CH3:20])([CH3:21])([CH3:22])[O:23][C:24](=[O:25])[N:26]1[CH2:27][CH:28]([NH2:30])[CH2:29]1.[CH3:31][CH2:32][N:33]=[C:34]=[N:35][CH2:36][CH2:37][CH2:38][N:39]([CH3:40])[CH3:41].[Cl:52][CH2:53][Cl:54].[F:1][C:2]([c:3]1[cH:4][cH:5][c:6]2[c:7]([c:8]([NH:11][CH2:12][C:13](=[O:14])[OH:15])[n:9][o:10]2)[cH:16]1)([F:17])[F:18].[OH:42][n:43]1[c:44]2[c:45]([cH:46][cH:47][cH:48][cH:49]2)[n:50][n:51]1>>[F:1][C:2]([c:3]1[cH:4][cH:5][c:6]2[c:7]([c:8]([NH:11][CH2:12][C:13](=[O:15])[NH:30][CH:28]3[CH2:27][N:26]([C:24]([O:23][C:19]([CH3:20])([CH3:21])[CH3:22])=[O:25])[CH2:29]3)[n:9][o:10]2)[cH:16]1)([F:17])[F:18]. Reactants: CCO, CSC(=S)NCC1COC(C)(C)O1, NN, O. Product: CC1(C)OCC(CNC(=S)NN)O1. Reaction SMILES: [CH3:17][CH2:18][OH:19].[CH3:1][C:2]1([CH3:13])[O:3][CH2:4][CH:5]([CH2:7][NH:8][C:9]([S:10][CH3:12])=[S:11])[O:6]1.[NH2:15][NH2:16].[OH2:14]>>[CH3:1][C:2]1([CH3:13])[O:3][CH2:4][CH:5]([CH2:7][NH:8][C:9](=[S:10])[NH:15][NH2:16])[O:6]1. The reactants are CC#N, O=C=NC1CC1, C1COCCO1, c1nc2c([nH]1)CCNC2. Yields the product O=C(NC1CC1)N1CCc2[nH]cnc2C1. As a reaction SMILES: [CH3:22][C:23]#[N:24].[CH:10]1([N:13]=[C:14]=[O:15])[CH2:11][CH2:12]1.[O:16]1[CH2:17][CH2:18][O:19][CH2:20][CH2:21]1.[nH:1]1[cH:2][n:3][c:4]2[c:9]1[CH2:8][CH2:7][NH:6][CH2:5]2>>[nH:1]1[cH:2][n:3][c:4]2[c:9]1[CH2:8][CH2:7][N:6]([C:14]([NH:13][CH:10]1[CH2:11][CH2:12]1)=[O:15])[CH2:5]2. Reactants: CCO, Cl, Brc1ccc2c(c1)C(N1CCC3(CC1)OCCO3)c1ccccc1CO2. Yields the product O=C1CCN(C2c3ccccc3COc3ccc(Br)cc32)CC1. Reaction SMILES: [CH3:27][CH2:28][OH:29].[ClH:30].[O:1]1[CH2:3][CH2:2][O:4][C:5]12[CH2:6][CH2:7][N:8]([CH:11]1[c:12]3[c:13]([cH:22][cH:23][c:24]([Br:26])[cH:25]3)[O:14][CH2:15][c:16]3[c:17]1[cH:18][cH:19][cH:20][cH:21]3)[CH2:9][CH2:10]2>>[O:4]=[C:5]1[CH2:6][CH2:7][N:8]([CH:11]2[c:12]3[c:13]([cH:22][cH:23][c:24]([Br:26])[cH:25]3)[O:14][CH2:15][c:16]3[c:17]2[cH:18][cH:19][cH:20][cH:21]3)[CH2:9][CH2:10]1.